This data is from the Open Reaction Database (ORD), a public repository of structured organic reaction records. The task is: describe an organic reaction: reactants, conditions, products, and yield The reactants are COC(=O)C1=NC=CC=C1C(=O)OC (dimethylpyridine-2,3-dicarboxylate), FC1=CC=C(C[Mg]Cl)C=C1 ((4-fluorobenzyl)magnesium chloride). Run in O1CCCC1 (tetrahydrofuran). Conditions: time 30 minute. The product is FC1=CC=C(C=C1)CC(=O)C1=C(C(=O)OC)C=CC=N1 (methyl 2-(2-(4-fluorophenyl)acetyl)nicotinate). RXN SMILES: CO[C:3]([C:5]1[C:10]([C:11]([O:13][CH3:14])=[O:12])=[CH:9][CH:8]=[CH:7][N:6]=1)=[O:4].[F:15][C:16]1[CH:24]=[CH:23][C:19]([CH2:20][Mg]Cl)=[CH:18][CH:17]=1>O1CCCC1>[F:15][C:16]1[CH:24]=[CH:23][C:19]([CH2:20][C:3]([C:5]2[N:6]=[CH:7][CH:8]=[CH:9][C:10]=2[C:11]([O:13][CH3:14])=[O:12])=[O:4])=[CH:18][CH:17]=1. Reported procedure: To a solution of dimethylpyridine-2,3-dicarboxylate (1.0 g, 5.1 mmol) in tetrahydrofuran (50 ml) was added (4-fluorobenzyl)magnesium chloride (0.25 M in tetrahydrofuran, 20 ml, 5.1 mmol) through a syringe at −78° C. The reaction mixture was stirred at the same temperature for 30 minutes and was quenched with addition of water. After warming up to room temperature, the reaction mixture was partitioned between ethyl acetate and brine. The organic phase was washed with brine and concentrated. The r... Starting materials: ClC1=CC=C(C=C1)S(=O)(=O)N=C=O (4-chlorobenzenesulfonylisocyanate), ClC1=CC(=C(C(=O)O)C=C1)NCC1=CC=NC=C1 (4-chloro-2-(4-pyridylmethyl)aminobenzoic acid). The product is ClC1=CC=C2C(N(C(N(C2=C1)CC1=CC=NC=C1)=O)S(=O)(=O)C1=CC=C(C=C1)Cl)=O (7-chloro-3-(4-chlorobenzenesulfonyl)-1-(4-pyridylmethyl)-2,4(1H,3H)-quinazolinedione). The yield is 20.3%. Reaction SMILES: [Cl:1][C:2]1[CH:7]=[CH:6][C:5]([S:8]([N:11]=[C:12]=[O:13])(=[O:10])=[O:9])=[CH:4][CH:3]=1.[Cl:14][C:15]1[CH:23]=[CH:22][C:18]([C:19]([OH:21])=O)=[C:17]([NH:24][CH2:25][C:26]2[CH:31]=[CH:30][N:29]=[CH:28][CH:27]=2)[CH:16]=1>>[Cl:14][C:15]1[CH:16]=[C:17]2[C:18]([C:19](=[O:21])[N:11]([S:8]([C:5]3[CH:6]=[CH:7][C:2]([Cl:1])=[CH:3][CH:4]=3)(=[O:9])=[O:10])[C:12](=[O:13])[N:24]2[CH2:25][C:26]2[CH:31]=[CH:30][N:29]=[CH:28][CH:27]=2)=[CH:22][CH:23]=1. Reported procedure: 655 mg (3.01 mmol) of 4-chlorobenzenesulfonylisocyanate and 620 mg (2.35 mmol) of 4-chloro-2-(4-pyridylmethyl)aminobenzoic acid were treated in the same way as in Example 1 to obtain 220 mg of the above-identified compound (yield 16.6%). Properties: colorless crystal, Melting point: >240° C. (decomposition), PMR (δppm, DMSO-d6):5.35 (2H,s), 7.2-7.4 (5H,m), 7.4-7.8 (4H,m), 8.01 (1H,d), 8.50 (2H,d), 11.85 (1H,s) Starting materials: CC(=O)c1c(C(C)C)n(Cc2ccccc2)c2ccc(OC3CCCCO3)cc12, CO, Cl. Yields the product CC(=O)c1c(C(C)C)n(Cc2ccccc2)c2ccc(O)cc12. RXN SMILES: [CH2:1]([c:2]1[cH:3][cH:4][cH:5][cH:6][cH:7]1)[n:8]1[c:9]([CH:27]([CH3:28])[CH3:29])[c:10]([C:24]([CH3:25])=[O:26])[c:11]2[cH:12][c:13]([O:17][CH:18]3[CH2:19][CH2:20][CH2:21][CH2:22][O:23]3)[cH:14][cH:15][c:16]12.[CH3:31][OH:32].[ClH:30]>>[CH2:1]([c:2]1[cH:3][cH:4][cH:5][cH:6][cH:7]1)[n:8]1[c:9]([CH:27]([CH3:28])[CH3:29])[c:10]([C:24]([CH3:25])=[O:26])[c:11]2[cH:12][c:13]([OH:17])[cH:14][cH:15][c:16]12. Reactants: NC1=NC=2C=CC=CC2C2=C1N=C(N2CCCN(CCCN(C)C)CC=2C=C(C=CC2)CC(=O)OC)CCCC (Methyl 2-(3-(((3-(4-amino-2-butyl-1H-imidazo[4,5-c]quinolin-1-yl)propyl)(3-(dimethylamino)propyl)amino)methyl)phenyl)acetate), CN1CCNCC1 (N-methylpiperazine). Yields the product NC1=NC=2C=CC=CC2C2=C1N=C(N2CCCN(CCCN2CCN(CC2)C)CC=2C=C(C=CC2)CC(=O)OC)CCCC (Methyl 2-(3-(((3-(4-amino-2-butyl-1H-imidazo[4,5-c]quinolin-1-yl)propyl)(3-(4-methylpiperazin-1-yl)propyl)amino)methyl)phenyl)acetate). As a reaction SMILES: [NH2:1][C:2]1[C:11]2[N:12]=[C:13]([CH2:37][CH2:38][CH2:39][CH3:40])[N:14]([CH2:15][CH2:16][CH2:17][N:18]([CH2:25][C:26]3[CH:27]=[C:28]([CH2:32][C:33]([O:35][CH3:36])=[O:34])[CH:29]=[CH:30][CH:31]=3)[CH2:19][CH2:20][CH2:21][N:22]([CH3:24])[CH3:23])[C:10]=2[C:9]2[CH:8]=[CH:7][CH:6]=[CH:5][C:4]=2[N:3]=1.[CH3:41][N:42]1[CH2:47]CNC[CH2:43]1>>[NH2:1][C:2]1[C:11]2[N:12]=[C:13]([CH2:37][CH2:38][CH2:39][CH3:40])[N:14]([CH2:15][CH2:16][CH2:17][N:18]([CH2:25][C:26]3[CH:27]=[C:28]([CH2:32][C:33]([O:35][CH3:36])=[O:34])[CH:29]=[CH:30][CH:31]=3)[CH2:19][CH2:20][CH2:21][N:22]3[CH2:23][CH2:43][N:42]([CH3:47])[CH2:41][CH2:24]3)[C:10]=2[C:9]2[CH:8]=[CH:7][CH:6]=[CH:5][C:4]=2[N:3]=1. Procedure: The title compound was prepared by the method of example 11step (x) using the product of example11 step (ix) (627 mg) and N-methylpiperazine (1 ml) as a colourless gum 120 mg. Reactants: CCO, CCOC(C)=O, CCOC(=O)C1=C(OS(=O)(=O)C(F)(F)F)CCN(C(=O)OC(C)(C)C)C1, [Na+], [Na+], O=C([O-])[O-], OB(O)c1ccc(F)cc1, Cc1ccccc1. Yields the product CCOC(=O)C1=C(c2ccc(F)cc2)CCN(C(=O)OC(C)(C)C)C1. RXN SMILES: [CH2:43]([OH:44])[CH3:45].[CH3:53][CH2:54][O:55][C:56](=[O:57])[CH3:58].[F:1][C:2]([F:3])([F:4])[S:5]([O:6][C:7]1=[C:8]([C:20](=[O:21])[O:22][CH2:23][CH3:24])[CH2:9][N:10]([C:13](=[O:14])[O:15][C:16]([CH3:17])([CH3:18])[CH3:19])[CH2:11][CH2:12]1)(=[O:25])=[O:26].[Na+:37].[Na+:38].[O-:39][C:40](=[O:41])[O-:42].[OH:27][B:28]([OH:29])[c:30]1[cH:31][cH:32][c:33]([F:34])[cH:35][cH:36]1.[c:46]1([CH3:47])[cH:48][cH:49][cH:50][cH:51][cH:52]1>>[C:7]1([c:30]2[cH:31][cH:32][c:33]([F:34])[cH:35][cH:36]2)=[C:8]([C:20](=[O:21])[O:22][CH2:23][CH3:24])[CH2:9][N:10]([C:13](=[O:14])[O:15][C:16]([CH3:17])([CH3:18])[CH3:19])[CH2:11][CH2:12]1.